Dataset: the Open Reaction Database (ORD), a public repository of structured organic reaction records. Task: describe an organic reaction: reactants, conditions, products, and yield The reactants are C(C)(=O)NC1=C(C(=NC(=C1)C1=C(C=C(C(=C1)F)Br)F)C(=O)OC)Cl (methyl 4-acetamido-6-(4-bromo-2,5-difluorophenyl)-3-chloropicolinate), C(=O)(O)[O-].[Na+] (NaHCO3), C(C)(=O)Cl (acetyl chloride). Run in CO (MeOH), C1CCOC1 (THF). Reaction conditions: temperature 20 celsius, time 2 hour. Yields the product NC1=C(C(=NC(=C1)C1=C(C=C(C(=C1)F)Br)F)C(=O)OC)Cl (methyl 4-amino-6-(4-bromo-2,5-difluorophenyl)-3-chloropicolinate). Yield: 95.2%. As a reaction SMILES: C([NH:4][C:5]1[CH:10]=[C:9]([C:11]2[CH:16]=[C:15]([F:17])[C:14]([Br:18])=[CH:13][C:12]=2[F:19])[N:8]=[C:7]([C:20]([O:22][CH3:23])=[O:21])[C:6]=1[Cl:24])(=O)C.C(Cl)(=O)C.C([O-])(O)=O.[Na+]>CO.C1COCC1>[NH2:4][C:5]1[CH:10]=[C:9]([C:11]2[CH:16]=[C:15]([F:17])[C:14]([Br:18])=[CH:13][C:12]=2[F:19])[N:8]=[C:7]([C:20]([O:22][CH3:23])=[O:21])[C:6]=1[Cl:24] |f:2.3|. Reported procedure: To a solution of methyl 4-acetamido-6-(4-bromo-2,5-difluorophenyl)-3-chloropicolinate (0.300 g, 0.715 mmol) in a mixture of MeOH (3.57 mL) and THF (3.57 mL) was slowly added acetyl chloride (1.017 mL, 14.30 mmol). The reaction mixture was stirred at 20° C. for 2 h. The mixture was then poured into a saturated aqueous solution of NaHCO3 and extracted with EtOAc (3×). The combined organic layers were dried over Na2SO4, filtered, concentrated and dried in vacuo to afford methyl 4-amino-6-(4-bromo-2... Yields the product Cc1nn(-c2cc(CC(Cl)C(=O)Nc3ccc(Cl)cc3)c(Cl)cc2Cl)c(=O)n1C(F)F. RXN SMILES: [CH2:53]1[CH2:54][CH2:55][CH:56]([N:57]=[C:58]=[N:59][CH:60]2[CH2:61][CH2:62][CH2:63][CH2:64][CH2:65]2)[CH2:66][CH2:67]1.[CH:44]([N:45]([CH2:46][CH3:47])[CH:48]([CH3:49])[CH3:50])([CH3:51])[CH3:52].[Cl:1][CH:2]([C:3](=[O:4])[OH:5])[CH2:6][c:7]1[c:8]([Cl:24])[cH:9][c:10]([Cl:23])[c:11](-[n:13]2[n:14][c:15]([CH3:22])[n:16]([CH:19]([F:20])[F:21])[c:17]2=[O:18])[cH:12]1.[NH2:25][c:26]1[cH:27][cH:28][c:29]([Cl:30])[cH:31][cH:32]1.[O:68]1[CH2:69][CH2:70][CH2:71][CH2:72]1.[OH2:33].[OH:34][n:35]1[c:36]2[cH:37][cH:38][cH:39][cH:40][c:41]2[n:42][n:43]1>>[Cl:1][CH:2]([C:3](=[O:5])[NH:25][c:26]1[cH:27][cH:28][c:29]([Cl:30])[cH:31][cH:32]1)[CH2:6][c:7]1[c:8]([Cl:24])[cH:9][c:10]([Cl:23])[c:11](-[n:13]2[n:14][c:15]([CH3:22])[n:16]([CH:19]([F:20])[F:21])[c:17]2=[O:18])[cH:12]1. Reactants: C(=NC1CCCCC1)=NC1CCCCC1, CCN(C(C)C)C(C)C, Cc1nn(-c2cc(CC(Cl)C(=O)O)c(Cl)cc2Cl)c(=O)n1C(F)F, Nc1ccc(Cl)cc1, C1CCOC1, O, On1nnc2ccccc21. Reactants: BrCC1=C(C=C(C#N)C=C1)C(F)(F)F (4-bromomethyl-3-trifluoromethyl-benzonitrile), N1N=CC2=CC(=CC=C12)C=O (1H-indazole-5-carbaldehyde). Product: C(=O)C=1C=C2C=NN(C2=CC1)CC1=C(C=C(C#N)C=C1)C(F)(F)F (4-(5-Formyl-indazol-1-ylmethyl)-3-trifluoromethyl-benzonitrile). RXN SMILES: Br[CH2:2][C:3]1[CH:10]=[CH:9][C:6]([C:7]#[N:8])=[CH:5][C:4]=1[C:11]([F:14])([F:13])[F:12].[NH:15]1[C:23]2[C:18](=[CH:19][C:20]([CH:24]=[O:25])=[CH:21][CH:22]=2)[CH:17]=[N:16]1>>[CH:24]([C:20]1[CH:19]=[C:18]2[C:23](=[CH:22][CH:21]=1)[N:15]([CH2:2][C:3]1[CH:10]=[CH:9][C:6]([C:7]#[N:8])=[CH:5][C:4]=1[C:11]([F:14])([F:13])[F:12])[N:16]=[CH:17]2)=[O:25]. Reported procedure: 4-(5-Formyl-indazol-1-ylmethyl)-3-trifluoromethyl-benzonitrile was prepared from 4-bromomethyl-3-trifluoromethyl-benzonitrile and 1H-indazole-5-carbaldehyde following General Procedure A.